This data is from the Open Reaction Database (ORD), a public repository of structured organic reaction records. The task is: describe an organic reaction: reactants, conditions, products, and yield Starting materials: COC(COC1=CC(=C(C=C1)F)N)=O ((3-amino-4-fluorophenoxy)acetic acid methyl ester), COC(C(C(CC)=O)CC1=C(C=C(C=C1)Cl)Cl)=O (2-(2,4-dichlorobenzyl)-3-oxopentanoic acid methyl ester), polyphosphoric acid, O1CCOCC1 (dioxane). The solvent is C(C)(=O)OCC (ethyl acetate). Run at temperature 120 celsius. The product is COC(COC1=C2C(C(=C(NC2=C(C=C1)F)CC)CC1=C(C=C(C=C1)Cl)Cl)=O)=O ([3-(2,4-dichlorobenzyl)-2-ethyl-8-fluoro-4-oxo-1,4-dihydroquinolin-5-yloxy]acetic Acid Methyl Ester). Reaction SMILES: [CH3:1][O:2][C:3](=[O:14])[CH2:4][O:5][C:6]1[CH:11]=[CH:10][C:9]([F:12])=[C:8]([NH2:13])[CH:7]=1.C[O:16][C:17](=O)[CH:18]([CH2:23][C:24]1[CH:29]=[CH:28][C:27]([Cl:30])=[CH:26][C:25]=1[Cl:31])[C:19](=O)[CH2:20][CH3:21].O1CCOCC1>C(OCC)(=O)C>[CH3:1][O:2][C:3](=[O:14])[CH2:4][O:5][C:6]1[CH:11]=[CH:10][C:9]([F:12])=[C:8]2[C:7]=1[C:17](=[O:16])[C:18]([CH2:23][C:24]1[CH:29]=[CH:28][C:27]([Cl:30])=[CH:26][C:25]=1[Cl:31])=[C:19]([CH2:20][CH3:21])[NH:13]2. Procedure details: A mixture of (3-amino-4-fluorophenoxy)acetic acid methyl ester (0.75 g), 2-(2,4-dichlorobenzyl)-3-oxopentanoic acid methyl ester (1.3 g), polyphosphoric acid (5 mL) and dioxane (25 mL) was heated at 120° C. for 17 hours. The mixture was cooled to room temperature, diluted with ethyl acetate and this mixture washed with water, saturated aqueous sodium hydrogen carbonate solution and saturated aqueous sodium chloride solution and then dried over magnesium sulfate. The solvent was removed under red... The reactants are Cl.N1(CCOCC1)CC1=CC=C(O1)C(=O)Cl (5-morpholin-4-ylmethyl-furan-2-carbonyl chloride hydrochloride), BrC1=C(C=CC=C1)C1=NNC=2N=C(SC21)N (3-(2-bromo-phenyl)-1H-pyrazolo[3,4-d]thiazol-5-ylamine), C(C(CO)(CO)N)O (trisamine). Reagents/catalysts: CN(C)C=1C=CN=CC1 (DMAP). The solvent is C1CCOC1 (THF). Conditions: temperature 70 celsius, time 17 hour. Product: BrC1=C(C=CC=C1)C1=NNC=2N=C(SC21)NC(=O)C=2OC(=CC2)CN2CCOCC2 (5-morpholin-4-ylmethyl-furan-2-carboxylic acid [3-(2-bromo-phenyl)-1H-pyrazolo[3,4-d]thiazol-5-yl]-amide). The yield is 27.3%. As a reaction SMILES: [Br:1][C:2]1[CH:7]=[CH:6][CH:5]=[CH:4][C:3]=1[C:8]1[C:15]2[S:14][C:13]([NH2:16])=[N:12][C:11]=2[NH:10][N:9]=1.Cl.[N:18]1([CH2:24][C:25]2[O:29][C:28]([C:30](Cl)=[O:31])=[CH:27][CH:26]=2)[CH2:23][CH2:22][O:21][CH2:20][CH2:19]1.C(O)C(N)(CO)CO>CN(C1C=CN=CC=1)C.C1COCC1>[Br:1][C:2]1[CH:7]=[CH:6][CH:5]=[CH:4][C:3]=1[C:8]1[C:15]2[S:14][C:13]([NH:16][C:30]([C:28]3[O:29][C:25]([CH2:24][N:18]4[CH2:19][CH2:20][O:21][CH2:22][CH2:23]4)=[CH:26][CH:27]=3)=[O:31])=[N:12][C:11]=2[NH:10][N:9]=1 |f:1.2|. Procedure details: To a vial charged with 3-(2-bromo-phenyl)-1H-pyrazolo[3,4-d]thiazol-5-ylamine (30 mg, 0.135 mmol), PS-DMAP (Argonaut resin, 0.54 g, 6 equiv.), and a stirring bar was added THF (1.5 mL) and 5-morpholin-4-ylmethyl-furan-2-carbonyl chloride hydrochloride (180 mg, 0.675 mmol). The reaction mixture was stirred at 70° C. for 17 hours, then cooled to room temperature and treated with PS-trisamine (Argonaut resin, 0.76 g, 20 equiv.) at 50° C. for 8 hours. The resin was filtered, washed with DMF and the ... Starting materials: Cl.FC=1C=C(CN2N=CC(=C2)C2=CN(C3=NC=C(C=C32)C3=CC(=C(C=C3)N3CCNCC3)OC)S(=O)(=O)C3=CC=C(C)C=C3)C=CC1 (3-(1-(3-fluorobenzyl)-1H-pyrazol-4-yl)-5-(3-methoxy-4-(piperazin-1-yl)phenyl)-1-tosyl-1H-pyrrolo[2,3-b]pyridine hydrochloride), C[C@@H]1OC1 ((S)-2-methyloxirane), CCN(C(C)C)C(C)C (DIPEA). Run in C(C)O (ethanol). Yields the product FC=1C=C(CN2N=CC(=C2)C2=CN(C3=NC=C(C=C32)C3=CC(=C(C=C3)N3CCN(CC3)C[C@H](C)O)OC)S(=O)(=O)C3=CC=C(C)C=C3)C=CC1 ((S)-1-(4-(4-(3-(1-(3-fluorobenzyl)-1H-pyrazol-4-yl)-1-tosyl-1H-pyrrolo[2,3-b]pyridin-5-yl)-2-methoxyphenyl)piperazin-1-yl)propan-2-ol). The yield is 68.1%. Reaction SMILES: Cl.[F:2][C:3]1[CH:4]=[C:5]([CH:45]=[CH:46][CH:47]=1)[CH2:6][N:7]1[CH:11]=[C:10]([C:12]2[C:20]3[C:15](=[N:16][CH:17]=[C:18]([C:21]4[CH:26]=[CH:25][C:24]([N:27]5[CH2:32][CH2:31][NH:30][CH2:29][CH2:28]5)=[C:23]([O:33][CH3:34])[CH:22]=4)[CH:19]=3)[N:14]([S:35]([C:38]3[CH:44]=[CH:43][C:41]([CH3:42])=[CH:40][CH:39]=3)(=[O:37])=[O:36])[CH:13]=2)[CH:9]=[N:8]1.[CH3:48][C@H:49]1[CH2:51][O:50]1.CCN(C(C)C)C(C)C>C(O)C>[F:2][C:3]1[CH:4]=[C:5]([CH:45]=[CH:46][CH:47]=1)[CH2:6][N:7]1[CH:11]=[C:10]([C:12]2[C:20]3[C:15](=[N:16][CH:17]=[C:18]([C:21]4[CH:26]=[CH:25][C:24]([N:27]5[CH2:28][CH2:29][N:30]([CH2:48][C@@H:49]([OH:50])[CH3:51])[CH2:31][CH2:32]5)=[C:23]([O:33][CH3:34])[CH:22]=4)[CH:19]=3)[N:14]([S:35]([C:38]3[CH:39]=[CH:40][C:41]([CH3:42])=[CH:43][CH:44]=3)(=[O:36])=[O:37])[CH:13]=2)[CH:9]=[N:8]1 |f:0.1|. Reported procedure: Using similar reaction conditions as described in step-i of example-82A, 3-(1-(3-fluorobenzyl)-1H-pyrazol-4-yl)-5-(3-methoxy-4-(piperazin-1-yl)phenyl)-1-tosyl-1H-pyrrolo[2,3-b]pyridine hydrochloride (100 mg. 0.148 mmol) was alkylated using (S)-2-methyloxirane (26 mg, 0.445 mmol), DIPEA (115 mg, 0.891 mmol) and ethanol (5 mL) to get crude 70 mg of the titled compound. MS: m/z=695.3 (M+1). Reactants: O1CCOC12CCC(CC2)C(CC=C)O (1-(1,4-dioxaspiro[4.5]decan-8-yl)but-3-en-1-ol), [H-].[Na+] (sodium hydride), C(C=C)Br (Allyl bromide). Reaction conditions: time 1 hour. The product is C(C=C)OC(CC=C)C1CCC2(OCCO2)CC1 (8-(1-(allyloxy)but-3-en-1-yl)-1,4-dioxaspiro[4.5]decane). As a reaction SMILES: [O:1]1[C:5]2([CH2:10][CH2:9][CH:8]([CH:11]([OH:15])[CH2:12][CH:13]=[CH2:14])[CH2:7][CH2:6]2)[O:4][CH2:3][CH2:2]1.[H-].[Na+].[CH2:18](Br)[CH:19]=[CH2:20]>>[CH2:20]([O:15][CH:11]([CH:8]1[CH2:9][CH2:10][C:5]2([O:4][CH2:3][CH2:2][O:1]2)[CH2:6][CH2:7]1)[CH2:12][CH:13]=[CH2:14])[CH:19]=[CH2:18] |f:1.2|. Reported procedure: A solution of 1-(1,4-dioxaspiro[4.5]decan-8-yl)but-3-en-1-ol (436 mg, 2.05 mmol), prepared in the previous step, was added to a suspension of sodium hydride (104 mg, 4.12 mmol, 95%) dropwise at 0° C. under argon. After the complete addition, the reaction mixture was allowed to reach room temperature and stirred 1 hour. Allyl bromide (0.35 mL, 4.05 mmol) was added dropwise and the mixture stirred overnight at room temperature. It was poured onto ice cooled saturated NaHCO3 solution. After extract... The reactants are C(C)(C)(C)OC(=O)NCCOC1=NOC(=C1)C1=CC=C(C=C1)Cl (3-(2-(N-tert-Butoxycarbonylamino)ethoxy)-5-(4-chlorophenyl)isoxazole), C(CC)I (propyl iodide). Product: C(C)(C)(C)OC(=O)NCCOC1=NOC(=C1CCC)C1=CC=C(C=C1)Cl (3-(2-(N-tert-Butoxycarbonylamino)ethoxy)-5-(4-chlorophenyl)-4-propylisoxazole). Yield: 47.0%. As a reaction SMILES: [C:1]([O:5][C:6]([NH:8][CH2:9][CH2:10][O:11][C:12]1[CH:16]=[C:15]([C:17]2[CH:22]=[CH:21][C:20]([Cl:23])=[CH:19][CH:18]=2)[O:14][N:13]=1)=[O:7])([CH3:4])([CH3:3])[CH3:2].[CH2:24](I)[CH2:25][CH3:26]>>[C:1]([O:5][C:6]([NH:8][CH2:9][CH2:10][O:11][C:12]1[C:16]([CH2:24][CH2:25][CH3:26])=[C:15]([C:17]2[CH:18]=[CH:19][C:20]([Cl:23])=[CH:21][CH:22]=2)[O:14][N:13]=1)=[O:7])([CH3:4])([CH3:2])[CH3:3]. Procedure: 3-(2-(N-tert-Butoxycarbonylamino)ethoxy)-5-(4-chlorophenyl)isoxazole (0.4 g) and propyl iodide (0.14 ml) were subjected to reaction and post-treatment in a similar manner to that described in Example 14(a) to obtain the title compound (0.21 g, 47%) as a colorless powder. The reactants are CC(C)(C)OC(=O)CCCCCCCCCCCCCCCCC(=O)N(CCC(=O)OC(C)(C)C)CC(=O)OCc1ccccc1, C1CCOC1, CCOC(C)=O. Yields the product CC(C)(C)OC(=O)CCCCCCCCCCCCCCCCC(=O)N(CCC(=O)OC(C)(C)C)CC(=O)O. Reaction SMILES: [C:1]([CH3:2])([CH3:3])([CH3:4])[O:5][C:6]([CH2:7][CH2:8][CH2:9][CH2:10][CH2:11][CH2:12][CH2:13][CH2:14][CH2:15][CH2:16][CH2:17][CH2:18][CH2:19][CH2:20][CH2:21][CH2:22][C:23]([N:24]([CH2:25][CH2:26][C:27](=[O:28])[O:29][C:30]([CH3:31])([CH3:32])[CH3:33])[CH2:34][C:35](=[O:36])[O:37][CH2:38][c:39]1[cH:40][cH:41][cH:42][cH:43][cH:44]1)=[O:45])=[O:46].[CH2:47]1[O:48][CH2:49][CH2:50][CH2:51]1.[CH3:52][CH2:53][O:54][C:55]([CH3:56])=[O:57]>>[C:1]([CH3:2])([CH3:3])([CH3:4])[O:5][C:6]([CH2:7][CH2:8][CH2:9][CH2:10][CH2:11][CH2:12][CH2:13][CH2:14][CH2:15][CH2:16][CH2:17][CH2:18][CH2:19][CH2:20][CH2:21][CH2:22][C:23]([N:24]([CH2:25][CH2:26][C:27](=[O:28])[O:29][C:30]([CH3:31])([CH3:32])[CH3:33])[CH2:34][C:35](=[O:36])[OH:37])=[O:45])=[O:46].